This data is from the Open Reaction Database (ORD), a public repository of structured organic reaction records. The task is: describe an organic reaction: reactants, conditions, products, and yield Reactants: OCC1NCCCC1 (2-hydroxymethylpiperidine), ClC1=CC(=C(C=C1OC)N=C=O)F (4-chloro-2-fluoro-5-methoxyphenyl isocyanate), ( 1 ). The solvent is C1(=CC=CC=C1)C (toluene), C1(=CC=CC=C1)C (toluene). Run at time 2 hour. Yields the product ClC1=CC(=C(C=C1OC)NC(=O)N1C(CCCC1)CO)F (1-[N-(4-chlor-2-fluor-5-methoxyphenyl)-carbamoyl]-2-hydroxymethylpiperidine). Isolated yield 79.6%. RXN SMILES: [Cl:1][C:2]1[C:7]([O:8][CH3:9])=[CH:6][C:5]([N:10]=[C:11]=[O:12])=[C:4]([F:13])[CH:3]=1.[OH:14][CH2:15][CH:16]1[CH2:21][CH2:20][CH2:19][CH2:18][NH:17]1>C1(C)C=CC=CC=1>[Cl:1][C:2]1[C:7]([O:8][CH3:9])=[CH:6][C:5]([NH:10][C:11]([N:17]2[CH2:18][CH2:19][CH2:20][CH2:21][CH:16]2[CH2:15][OH:14])=[O:12])=[C:4]([F:13])[CH:3]=1. Procedure: 10.1 g (0.05 mol) of 4-chloro-2-fluoro-5-methoxyphenyl isocyanate are dissolved in 50 ml of toluene, and 5.8 g (0.05 mol) of 2-hydroxymethylpiperidine, dissolved in 20 ml of toluene, are added dropwise at RT(1). The mixture is stirred for 2 hours at 20°-25° C. and cooled in and ice bath, and the precipitate which has been deposited is filtered off with suction. 12.6 g (79% of theory) of 1-[N-(4-chlor-2-fluor-5-methoxyphenyl)-carbamoyl]-2-hydroxymethylpiperidine are obtained after drying in the f... The reactants are C1=CCNCC1, Cc1nnc2n1-c1ccc(Cl)cc1C(=S)NC2, O. The product is Cc1nnc2n1-c1ccc(Cl)cc1C(N1CC=CCC1)=NC2. Reaction SMILES: [CH2:18]1[CH2:19][CH:20]=[CH:21][CH2:22][NH:23]1.[Cl:1][c:2]1[cH:3][cH:4][c:5]2[c:6]([cH:17]1)[C:7](=[S:16])[NH:8][CH2:9][c:10]1[n:11]-2[c:12]([CH3:15])[n:13][n:14]1.[OH2:24]>>[Cl:1][c:2]1[cH:3][cH:4][c:5]2[c:6]([cH:17]1)[C:7]([N:23]1[CH2:18][CH2:19][CH:20]=[CH:21][CH2:22]1)=[N:8][CH2:9][c:10]1[n:11]-2[c:12]([CH3:15])[n:13][n:14]1. Starting materials: FC1=C(C=CC(=C1)B1OC(C(O1)(C)C)(C)C)C=1N=CC(=NC1)N (5-(2-fluoro-4-(4,4,5,5-tetramethyl-1,3,2-dioxaborolan-2-yl)phenyl)-pyrazin-2-amine), BrC1=C(C=CC=C1)S(=O)(=O)N1CC(CC1)(O)C1=CC=CC=C1 (racemic 1-((2-bromophenyl)sulfonyl)-3-phenylpyrrolidin-3-ol). Product: NC=1N=CC(=NC1)C1=C(C=C(C=C1)C1=C(C=CC=C1)S(=O)(=O)N1CC(CC1)(O)C1=CC=CC=C1)F (racemic 1-{[4′-(5-Aminopyrazin-2-yl)-3′-fluorobiphenyl-2-yl]sulfonyl}-3-phenylpyrrolidin-3-ol). Reaction SMILES: [F:1][C:2]1[CH:7]=[C:6](B2OC(C)(C)C(C)(C)O2)[CH:5]=[CH:4][C:3]=1[C:17]1[N:18]=[CH:19][C:20]([NH2:23])=[N:21][CH:22]=1.Br[C:25]1[CH:30]=[CH:29][CH:28]=[CH:27][C:26]=1[S:31]([N:34]1[CH2:38][CH2:37][C:36]([C:40]2[CH:45]=[CH:44][CH:43]=[CH:42][CH:41]=2)([OH:39])[CH2:35]1)(=[O:33])=[O:32]>>[NH2:23][C:20]1[N:21]=[CH:22][C:17]([C:3]2[CH:4]=[CH:5][C:6]([C:25]3[CH:30]=[CH:29][CH:28]=[CH:27][C:26]=3[S:31]([N:34]3[CH2:38][CH2:37][C:36]([C:40]4[CH:41]=[CH:42][CH:43]=[CH:44][CH:45]=4)([OH:39])[CH2:35]3)(=[O:32])=[O:33])=[CH:7][C:2]=2[F:1])=[N:18][CH:19]=1. Procedure: The title compound was prepared in a manner similar to that described in Example 584 using 5-(2-fluoro-4-(4,4,5,5-tetramethyl-1,3,2-dioxaborolan-2-yl)phenyl)-pyrazin-2-amine and racemic 1-((2-bromophenyl)sulfonyl)-3-phenylpyrrolidin-3-ol in Step B. MS (ESI): mass calcd. for C26H23FN4O3S, 490.15; m/z found, 491.2 [M+H]+. 1H NMR (500 MHz, CDCl3) δ 8.57 (s, 1H), 8.20 (d, J=9.2, 1H), 8.11 (d, J=1.5, 1H), 8.00 (t, J=8.1, 1H), 7.61 (dd, J=7.5, 6.2, 1H), 7.53 (m, 1H), 7.40-7.34 (m, 3H), 7.34-7.28 (m, 5... The reactants are COC(=O)C1=NC=CN=C1Cl (3-chloro-pyrazine-2-carboxylic acid methyl ester), O.[SH-].[Na+] (sodium hydrosulfide monohydrate). The solvent is CO (MeOH). Conditions: time 9 hour. The product is COC(=O)C1=NC=CN=C1S (3-mercapto-pyrazine-2-carboxylic acid methyl ester). Yield: 89.4%. As a reaction SMILES: [CH3:1][O:2][C:3]([C:5]1[C:10](Cl)=[N:9][CH:8]=[CH:7][N:6]=1)=[O:4].O.[SH-:13].[Na+]>CO>[CH3:1][O:2][C:3]([C:5]1[C:10]([SH:13])=[N:9][CH:8]=[CH:7][N:6]=1)=[O:4] |f:1.2.3|. Reported procedure: After 3-chloro-pyrazine-2-carboxylic acid methyl ester (0.4 g, 2.3 mmol) was dissolved in MeOH (46 mL), sodium hydrosulfide monohydrate (0.65 g, 6.9 mmol) was added thereto, and the mixture was stirred at room temperature for 9 hours. After the termination of the reaction, the reactant was concentrated under reduced pressure, and 1N HCl aqueous solution was used to adjust the pH of the reactant to 3. The reactant was extracted with EtOAc, and the organic layer was separated to obtain the title c... Reactants: C[Si](C=1C=C(C=CC1)C1(OCCO1)C)(C)C (2-[3-(trimethylsilyl)phenyl]-2-methyl-1,3-dioxolane), Cl (hydrochloric acid), crude product. Solvent: CC(=O)C (acetone). The product is C[Si](C=1C=C(C=CC1)C(C)=O)(C)C (1-[3-(trimethylsilyl)phenyl]ethanone). Isolated yield 97.7%. RXN SMILES: [CH3:1][Si:2]([CH3:16])([CH3:15])[C:3]1[CH:4]=[C:5]([C:9]2([CH3:14])OCC[O:10]2)[CH:6]=[CH:7][CH:8]=1.Cl>CC(C)=O>[CH3:15][Si:2]([CH3:1])([CH3:16])[C:3]1[CH:4]=[C:5]([C:9](=[O:10])[CH3:14])[CH:6]=[CH:7][CH:8]=1. Procedure details: To a solution of the title compound of Step B (11.2 g) in acetone (400 mnL) was added an aqueous solution of 1N hydrochloric acid (6 mL) and the mixture was heated at reflux overnight. After cooling, the mixture was concentrated under reduced pressure and the resulting residue was dissolved in diethyl ether and dried (MgSO4). The drying agent was removed by filtration and the solvent was removed under reduced pressure to give a yellow oil. The crude product was combined with another batch of cru... The reactants are COC(=O)c1c[nH]c(-c2ccccc2C(F)(F)F)c1C, CO, O=CO, [Na+], [OH-]. Yields the product Cc1c(C(=O)O)c[nH]c1-c1ccccc1C(F)(F)F. RXN SMILES: [CH3:1][c:2]1[c:3]([C:17](=[O:18])[O:19][CH3:20])[cH:4][nH:5][c:6]1-[c:7]1[c:8]([C:13]([F:14])([F:15])[F:16])[cH:9][cH:10][cH:11][cH:12]1.[CH3:26][OH:27].[CH:23]([OH:24])=[O:25].[Na+:22].[OH-:21]>>[CH3:1][c:2]1[c:3]([C:17](=[O:18])[OH:19])[cH:4][nH:5][c:6]1-[c:7]1[c:8]([C:13]([F:14])([F:15])[F:16])[cH:9][cH:10][cH:11][cH:12]1. Procedure details: To a solution of 3-acetylbenzonitrile (1 equivalent) in methanol at room temperature was added sodium borohydride (approx. 1.67 equivalents), and the reaction was stirred for approximately 20 minutes. Aqueous work-up provided the title compound. Solvent: CO (methanol). Starting materials: C(C)(=O)C=1C=C(C#N)C=CC1 (3-acetylbenzonitrile), [BH4-].[Na+] (sodium borohydride). The product is OC(C)C=1C=C(C#N)C=CC1 (3-(1-Hydroxy-ethyl)-benzonitrile). Reaction conditions: time 20 minute. RXN SMILES: [C:1]([C:4]1[CH:5]=[C:6]([CH:9]=[CH:10][CH:11]=1)[C:7]#[N:8])(=[O:3])[CH3:2].[BH4-].[Na+]>CO>[OH:3][CH:1]([C:4]1[CH:5]=[C:6]([CH:9]=[CH:10][CH:11]=1)[C:7]#[N:8])[CH3:2] |f:1.2|. Starting materials: NCCC(O)C1=CC(=CC=C1)Br (3-amino-1-(3-bromophenyl)propan-1-ol), FC(C(=O)OCC)(F)F (ethyl trifluoroacetate). Solvent: C1CCOC1 (THF). Run at time 3 hour. Product: BrC=1C=C(C=CC1)C(CCNC(C(F)(F)F)=O)O (N-(3-(3-bromophenyl)-3-hydroxypropyl)-2,2,2-trifluoroacetamide). As a reaction SMILES: [NH2:1][CH2:2][CH2:3][CH:4]([C:6]1[CH:11]=[CH:10][CH:9]=[C:8]([Br:12])[CH:7]=1)[OH:5].[F:13][C:14]([F:21])([F:20])[C:15](OCC)=[O:16]>C1COCC1>[Br:12][C:8]1[CH:7]=[C:6]([CH:4]([OH:5])[CH2:3][CH2:2][NH:1][C:15](=[O:16])[C:14]([F:21])([F:20])[F:13])[CH:11]=[CH:10][CH:9]=1. Procedure: To a solution of 3-amino-1-(3-bromophenyl)propan-1-ol (146) (2.30 g, 10 mmol) in anhydrous THF (20 mL) was added ethyl trifluoroacetate (4.0 mL, 33.5 mmol). The reaction mixture was stirred at room temperature for 3 h, then concentrated under reduced pressure. Purification by column chromatography (10 to 70% EtOAc-hexanes gradient) gave N-(3-(3-bromophenyl)-3-hydroxypropyl)-2,2,2-trifluoroacetamide (147) as an oil containing ˜15% of 2,2,2-trifluoro-N-(3-hydroxy-3-phenylpropyl)acetamide. Yield (1... The reactants are ClCCl, CC(C)CC(O)Cc1cccc(F)c1, O=[Cr](=O)([O-])Cl, c1cc[nH+]cc1. The product is CC(C)CC(=O)Cc1cccc(F)c1. As a reaction SMILES: [Cl:26][CH2:27][Cl:28].[F:1][c:2]1[cH:3][c:4]([CH2:8][CH:9]([CH2:10][CH:11]([CH3:12])[CH3:13])[OH:14])[cH:5][cH:6][cH:7]1.[O:15]=[Cr:16]([Cl:17])([O-:18])=[O:19].[nH+:20]1[cH:21][cH:22][cH:23][cH:24][cH:25]1>>[F:1][c:2]1[cH:3][c:4]([CH2:8][C:9]([CH2:10][CH:11]([CH3:12])[CH3:13])=[O:14])[cH:5][cH:6][cH:7]1. Reactants: FC1(C2=CC[C@H]3[C@@H]4CC[C@@H]([C@@]4(C)CC[C@@H]3[C@]2(CC[C@@H]1OC1OCCCC1)C)O)F (4,4-difluoro-3β-(2-tetrahydropyranyloxy)androst-5-en-17β-ol), mercuric acetate, C(C)OC=C (vinyl ethyl ether). Reaction conditions: time 24 hour. Yields the product FC1(C2=CC[C@H]3[C@@H]4CC[C@@H]([C@@]4(C)CC[C@@H]3[C@]2(CC[C@@H]1OC1OCCCC1)C)OC=C)F (4,4-difluoro-3β-(2-tetrahydropyranyloxy)-17β-ethenyloxyandrost-5-ene). RXN SMILES: [F:1][C:2]1([F:29])[C@@H:19]([O:20][CH:21]2[CH2:26][CH2:25][CH2:24][CH2:23][O:22]2)[CH2:18][CH2:17][C@@:16]2([CH3:27])[C:3]1=[CH:4][CH2:5][C@@H:6]1[C@@H:15]2[CH2:14][CH2:13][C@@:11]2([CH3:12])[C@H:7]1[CH2:8][CH2:9][C@@H:10]2[OH:28].[CH2:30](OC=C)[CH3:31]>>[F:29][C:2]1([F:1])[C@@H:19]([O:20][CH:21]2[CH2:26][CH2:25][CH2:24][CH2:23][O:22]2)[CH2:18][CH2:17][C@@:16]2([CH3:27])[C:3]1=[CH:4][CH2:5][C@@H:6]1[C@@H:15]2[CH2:14][CH2:13][C@@:11]2([CH3:12])[C@H:7]1[CH2:8][CH2:9][C@@H:10]2[O:28][CH:30]=[CH2:31]. Procedure details: To a solution of 4 g of 4,4-difluoro-3β-(2-tetrahydropyranyloxy)androst-5-en-17β-ol in 50 ml of vinyl ethyl ether, there is added 0.25 g of mercuric acetate. The mixture is stirred at room temperature for 24 hours, quenched with triethylamine, and then poured into dilute aqueous potassium carbonate solution. The aqueous mixture is extracted three times with 100-ml portions of diethyl ether and the combined organic extracts are washed with saturated aqueous sodium chloride solution and then dried...